Task: describe an organic reaction: reactants, conditions, products, and yield. Dataset: the Open Reaction Database (ORD), a public repository of structured organic reaction records Starting materials: Cl.FC1=CC=C(C=C1)CCC(C)NCC(O)C=1C=CC(=C(C(=O)OC)C1)O (5-[2-[[3-(4-Fluorophenyl)-1-methylpropyl]amino]-1-hydroxyethyl]-2-hydroxybenzoic acid, methyl ester, hydrochloride), C([O-])(O)=O.[Na+] (sodium bicarbonate). Run at time 16 hour. Yields the product FC1=CC=C(C=C1)CCC(C)NCC1=C(C=CC(=C1CO)O)CO ([[[3-(4-Fluorophenyl)-1-methylpropyl]amino]methyl]-4-hydroxy-1,3-benzenedimethanol). RXN SMILES: Cl.[F:2][C:3]1[CH:8]=[CH:7][C:6]([CH2:9][CH2:10][CH:11]([NH:13][CH2:14][CH:15]([C:17]2[CH:18]=[CH:19][C:20]([OH:27])=[C:21]([CH:26]=2)[C:22]([O:24]C)=O)O)[CH3:12])=[CH:5][CH:4]=1.C(=O)(O)[O-:29].[Na+]>>[F:2][C:3]1[CH:4]=[CH:5][C:6]([CH2:9][CH2:10][CH:11]([NH:13][CH2:14][C:15]2[C:21]([CH2:22][OH:24])=[C:20]([OH:27])[CH:19]=[CH:18][C:17]=2[CH2:26][OH:29])[CH3:12])=[CH:7][CH:8]=1 |f:0.1,2.3|. Procedure details: 5-[2-[[3-(4-Fluorophenyl)-1-methylpropyl]amino]-1-hydroxyethyl]-2-hydroxybenzoic acid, methyl ester, hydrochloride (2.66 g) was basified with 8% sodium bicarbonate solution (100 ml) and the free base was extracted into ether (3×100 ml). The dry extracts (MgSO4) were evaporated and the residual oil in tetrahydrofuran (40 ml) was added dropwise under nitrogen to a stirred solution of lithium aluminium hydride (0.74 g) in tetrahydrofuran (40 ml). When the addition was complete, the mixture was stir...